This data is from the Open Reaction Database (ORD), a public repository of structured organic reaction records. The task is: describe an organic reaction: reactants, conditions, products, and yield Reactants: ClC1=C(C=CC=C1)C(C1=C(C=CC(=C1)C(F)(F)F)N1C(=NN=C1)C)=O (2'-chloro-5-(trifluoromethyl)-2-(3-methyl-4H-1,2,4-triazol-4-yl)benzophenone), C=O (paraformaldehyde). The solvent is C=1(C(=CC=CC1)C)C (xylene). Run at temperature 122 celsius. Product: ClC1=C(C=CC=C1)C(C1=C(C=CC(=C1)C(F)(F)F)N1C(=NN=C1C)CO)=O (2'-chloro-5-(trifluoromethyl)-2-[3-(hydroxymethyl)-5-methyl-4H-1,2,4-triazol-4-yl]benzophenone). As a reaction SMILES: [Cl:1][C:2]1[CH:7]=[CH:6][CH:5]=[CH:4][C:3]=1[C:8](=[O:25])[C:9]1[CH:14]=[C:13]([C:15]([F:18])([F:17])[F:16])[CH:12]=[CH:11][C:10]=1[N:19]1[CH:23]=[N:22][N:21]=[C:20]1[CH3:24].[CH2:26]=[O:27]>C1(C)C(C)=CC=CC=1>[Cl:1][C:2]1[CH:7]=[CH:6][CH:5]=[CH:4][C:3]=1[C:8](=[O:25])[C:9]1[CH:14]=[C:13]([C:15]([F:18])([F:16])[F:17])[CH:12]=[CH:11][C:10]=1[N:19]1[C:20]([CH3:24])=[N:21][N:22]=[C:23]1[CH2:26][OH:27]. Procedure: In the manner given in Example 4, 2'-chloro-5-(trifluoromethyl)-2-(3-methyl-4H-1,2,4-triazol-4-yl)benzophenone, paraformaldehyde and xylene are warmed under nitrogen to about 122° C. to give 2'-chloro-5-(trifluoromethyl)-2-[3-(hydroxymethyl)-5-methyl-4H-1,2,4-triazol-4-yl]benzophenone. The reactants are ClC=1C(=NC=C(C(=O)OCC)C1)CO (ethyl 5-chloro-6-(hydroxymethyl)nicotinate), S(=O)(Cl)Cl (thionyl chloride). Solvent: C(Cl)Cl (DCM). Reaction conditions: time 2 hour. Product: Cl.ClC=1C(=NC=C(C(=O)OCC)C1)CCl (ethyl 5-chloro-6-(chloromethyl)nicotinate hydrochloride). Yield: 193.3%. Reaction SMILES: [Cl:1][C:2]1[C:3]([CH2:13]O)=[N:4][CH:5]=[C:6]([CH:12]=1)[C:7]([O:9][CH2:10][CH3:11])=[O:8].S(Cl)([Cl:17])=O>C(Cl)Cl>[ClH:1].[Cl:1][C:2]1[C:3]([CH2:13][Cl:17])=[N:4][CH:5]=[C:6]([CH:12]=1)[C:7]([O:9][CH2:10][CH3:11])=[O:8] |f:3.4|. Procedure: To a solution of ethyl 5-chloro-6-(hydroxymethyl)nicotinate (990 mg, 4.59 mmol, Step-2) in DCM (20 mL) is added thionyl chloride (0.80 mL, 9.2 mmol) at 0° C. After stirring at rt for 2 hours, the solvent is removed in vacuo to give 1.20 g (97% yield) of the title compound as brown oil. Starting materials: CO, N, [Ni], N#Cc1ccc2ccccc2n1. The product is NCc1ccc2ccccc2n1. RXN SMILES: [CH3:14][OH:15].[NH3:13].[Ni:16].[n:1]1[c:2]([C:11]#[N:12])[cH:3][cH:4][c:5]2[cH:6][cH:7][cH:8][cH:9][c:10]12>>[n:1]1[c:2]([CH2:11][NH2:12])[cH:3][cH:4][c:5]2[cH:6][cH:7][cH:8][cH:9][c:10]12. Reactants: C(Cl)Cl (CH2Cl2), ClC1=C2C(NC(=N1)C)=CC(=N2)C2=CC=CC=C2 (4-chloro-2-methyl-6-phenylpyrrolo[3,2-d]pyrimidine), FC(CN)(F)F (2,2,2-trifluoroethylamine), C(=O)([O-])[O-].[K+].[K+] (K2CO3). The solvent is O (H2O), O (H2O). Conditions: temperature 140 celsius, time 2.5 hour. The product is CC=1NC=2C(=C(N1)NCC(F)(F)F)N=C(C2)C2=CC=CC=C2 ((2-Methyl-6-phenylpyrrolo[2,3-e]pyrimidin-4-yl)(2,2,2-trifluoroethyl)amine). The yield is 29.8%. As a reaction SMILES: Cl[C:2]1[N:7]=[C:6]([CH3:8])[NH:5][C:4]2=[CH:9][C:10]([C:12]3[CH:17]=[CH:16][CH:15]=[CH:14][CH:13]=3)=[N:11][C:3]=12.[F:18][C:19]([F:23])([F:22])[CH2:20][NH2:21].C([O-])([O-])=O.[K+].[K+].C(Cl)Cl>O>[CH3:8][C:6]1[NH:5][C:4]2[C:3]([N:11]=[C:10]([C:12]3[CH:17]=[CH:16][CH:15]=[CH:14][CH:13]=3)[CH:9]=2)=[C:2]([NH:21][CH2:20][C:19]([F:23])([F:22])[F:18])[N:7]=1 |f:2.3.4|. Procedure details: To a mixture of 4-chloro-2-methyl-6-phenylpyrrolo[3,2-d]pyrimidine (Example 1(e)) (55.9 mg, 0.23 mmol) and 2,2,2-trifluoroethylamine (Aldrich Chemical Company) (95 μL, 1.15 mmol) was added a solution of K2CO3 (0.13 g, 0.92 mmol) in H2O (1.5 mL). This mixture was stirred at 140° C. in a closed-capped Wheaton vial for 2.5 h. After cooling, CH2Cl2 (10 mL) and H2O (10 mL) were added. The organic solution was removed and the aqueous solution was washed with CH2Cl2 (10 mL). The combined organic soluti... The reactants are resultant mixture, C(CCC)[B-](C1=CC=CC=C1)(C1=CC=CC=C1)C1=CC=CC=C1.[Li+] (lithium butyltriphenylborate), [Br-].CC(=CC[SH2+])C (dimethylallylsulfonium bromide). Run in O (water), O (water). The product is CC(=CC[SH2+])C.C(CCC)[B-](C1=CC=CC=C1)(C1=CC=CC=C1)C1=CC=CC=C1 (dimethylallylsulfonium butyltriphenylborate). Isolated yield 93.4%. As a reaction SMILES: [CH2:1]([B-:5]([C:18]1[CH:23]=[CH:22][CH:21]=[CH:20][CH:19]=1)([C:12]1[CH:17]=[CH:16][CH:15]=[CH:14][CH:13]=1)[C:6]1[CH:11]=[CH:10][CH:9]=[CH:8][CH:7]=1)[CH2:2][CH2:3][CH3:4].[Li+].[Br-].[CH3:26][C:27]([CH3:31])=[CH:28][CH2:29][SH2+:30]>O>[CH3:26][C:27]([CH3:31])=[CH:28][CH2:29][SH2+:30].[CH2:1]([B-:5]([C:18]1[CH:23]=[CH:22][CH:21]=[CH:20][CH:19]=1)([C:6]1[CH:7]=[CH:8][CH:9]=[CH:10][CH:11]=1)[C:12]1[CH:17]=[CH:16][CH:15]=[CH:14][CH:13]=1)[CH2:2][CH2:3][CH3:4] |f:0.1,2.3,5.6|. Procedure details: An aqueous solution of 5.00 g of lithium butyltriphenylborate in 100 ml of water was added to an aqueous solution of 2.99 g of dimethylallylsulfonium bromide in 200 ml of water, and the resultant mixture was stirred at room temperature for 30 minutes. Then, the reaction mixture was filtered, and the resultant crystal was washed with water and dried to give 6.14 g of dimethylallylsulfonium-butyltriphenylborate. The reactants are COC1=C(C(=O)N2CC(CC2)(CCOS(=O)(=O)C)C2=CC=CC=C2)C=C(C=C1)N1N=NN=C1 (1-(2-methoxy-5-(1H-tetrazol-1-yl)benzoyl)-3-phenyl-3-(2-methanesulfonyloxyethyl)pyrrolidine), I.C(C=CC)N1C(=NC2=C1C=CC=C2)N2CCNCCC2 (4-(1-(but-2-en-1-yl)-1H-benzimidazol-2-yl)[1,4]diazepane hydriodic acid salt). The product is COC1=C(C(=O)N2CC(CC2)(C2=CC=CC=C2)CCN2CCN(CCC2)C2=NC3=C(N2CC=CC)C=CC=C3)C=C(C=C1)N1N=NN=C1 (1-(2-Methoxy-5-(1H-tetrazol-1-yl)benzoyl)-3-(2-(4-(1-(but-2-en-1-yl)-1H-benzimidazol-2-yl)[1,4]diazepan-1-yl)ethyl)-3-phenylpyrrolidine). As a reaction SMILES: [CH3:1][O:2][C:3]1[CH:28]=[CH:27][C:26]([N:29]2[CH:33]=[N:32][N:31]=[N:30]2)=[CH:25][C:4]=1[C:5]([N:7]1[CH2:11][CH2:10][C:9]([C:19]2[CH:24]=[CH:23][CH:22]=[CH:21][CH:20]=2)([CH2:12][CH2:13]OS(C)(=O)=O)[CH2:8]1)=[O:6].I.[CH2:35]([N:39]1[C:43]2[CH:44]=[CH:45][CH:46]=[CH:47][C:42]=2[N:41]=[C:40]1[N:48]1[CH2:54][CH2:53][CH2:52][NH:51][CH2:50][CH2:49]1)[CH:36]=[CH:37][CH3:38]>>[CH3:1][O:2][C:3]1[CH:28]=[CH:27][C:26]([N:29]2[CH:33]=[N:32][N:31]=[N:30]2)=[CH:25][C:4]=1[C:5]([N:7]1[CH2:11][CH2:10][C:9]([CH2:12][CH2:13][N:51]2[CH2:52][CH2:53][CH2:54][N:48]([C:40]3[N:39]([CH2:35][CH:36]=[CH:37][CH3:38])[C:43]4[CH:44]=[CH:45][CH:46]=[CH:47][C:42]=4[N:41]=3)[CH2:49][CH2:50]2)([C:19]2[CH:20]=[CH:21][CH:22]=[CH:23][CH:24]=2)[CH2:8]1)=[O:6] |f:1.2|. Procedure details: Prepare by the method of Example 47.3 using 1-(2-methoxy-5-(1H-tetrazol-1-yl)benzoyl)-3-phenyl-3-(2-methanesulfonyloxyethyl)pyrrolidine (prepared from (−)-3-phenyl-3-(2-hydroxyethyl)pyrrolidine(R,R)-di-p-anisoyltartaric acid salt) (0.74 g, 1.41 mmol) and 4-(1-(but-2-en-1-yl)-1H-benzimidazol-2-yl)[1,4]diazepane hydriodic acid salt (0.66 g, 1.40 mmol) to give the title compound: Rf=0.37 (silica gel, dichloromethane/methanol/concentrated aqueous ammonia 95/5/0.1).